This data is from the Open Reaction Database (ORD), a public repository of structured organic reaction records. The task is: describe an organic reaction: reactants, conditions, products, and yield The reactants are COC(C(=S)NC)C1=NC=CC=C1 (2-Methoxy-N-methyl-2-(2-pyridyl)thioacetamide), Cl (hydrogen chloride). Run in CCOCC (ether). The product is Cl.COC(C(=S)NC)C1=NC=CC=C1 (2-methoxy-N-methyl-2-(2-pyridyl)thioacetamide hydrochloride). RXN SMILES: [CH3:1][O:2][CH:3]([C:8]1[CH:13]=[CH:12][CH:11]=[CH:10][N:9]=1)[C:4]([NH:6][CH3:7])=[S:5].[ClH:14]>CCOCC>[ClH:14].[CH3:1][O:2][CH:3]([C:8]1[CH:13]=[CH:12][CH:11]=[CH:10][N:9]=1)[C:4]([NH:6][CH3:7])=[S:5] |f:3.4|. Reported procedure: 2-Methoxy-N-methyl-2-(2-pyridyl)thioacetamide (500 mg.) in ether is added to ethereal hydrogen chloride. The resulting precipitate is filtered off and recrystallized from ethanol/ether to give 2-methoxy-N-methyl-2-(2-pyridyl)thioacetamide hydrochloride. Reactants: B(Br)(Br)Br (BBr3), COC1=C(C(=O)OC)C=C(C(=C1)NC(C)=O)Cl (methyl 2-methoxy-4-acetylamino-5-chlorobenzoate), [OH-].[Na+] (sodium hydroxide). The solvent is C(Cl)Cl (methylene chloride), C(Cl)Cl (methylene chloride). Conditions: time 24 hour. Product: C(C)(=O)NC=1C=C(C(C(=O)O)=CC1Cl)O (4-acetylamino-5-chlorosalicylic acid). As a reaction SMILES: C[O:2][C:3]1[CH:12]=[C:11]([NH:13][C:14](=[O:16])[CH3:15])[C:10]([Cl:17])=[CH:9][C:4]=1[C:5]([O:7]C)=[O:6].B(Br)(Br)Br.[OH-].[Na+]>C(Cl)Cl>[C:14]([NH:13][C:11]1[CH:12]=[C:3]([OH:2])[C:4](=[CH:9][C:10]=1[Cl:17])[C:5]([OH:7])=[O:6])(=[O:16])[CH3:15] |f:2.3|. Procedure details: To a mixture of 16 g of methyl 2-methoxy-4-acetylamino-5-chlorobenzoate in 130 ml of methylene chloride is slowly added 100 ml of a methylene chloride solution of borontribromide (250 g BBr3 per liter) and stirring continued for 24 hours. 1N sodium hydroxide solution is then added until all material is dissolved. The two layers are separated and the aqueous layer is acidified with 1N hydrochloric acid, filtered, washed with water and evaporated to dryness to give 4-acetylamino-5-chlorosalicylic ... The reactants are CCOP(OCC)OCC, ClCSc1ccccc1. The product is CCOP(=O)(CSc1ccccc1)OCC. RXN SMILES: [CH2:10]([CH3:11])[O:12][P:13]([O:14][CH2:15][CH3:16])[O:17][CH2:18][CH3:19].[c:1]1([S:7][CH2:8][Cl:9])[cH:2][cH:3][cH:4][cH:5][cH:6]1>>[c:1]1([S:7][CH2:8][P:13]([O:12][CH2:10][CH3:11])([O:14][CH2:15][CH3:16])=[O:17])[cH:2][cH:3][cH:4][cH:5][cH:6]1. Starting materials: N(=NC(=O)OCC)C(=O)OCC (diethyl azodicarboxylate), C(C1=CC=CC=C1)OC=1C(N=C(NC1)CO)=O (5-(Benzyloxy)-2-(hydroxymethyl)-4(1H)-pyrimidinone), C1(=CC=CC=C1)P(C1=CC=CC=C1)C1=CC=CC=C1 (triphenylphosphine), ON1C(C=2C(C1=O)=CC=CC2)=O (N-hydroxyphthalimide). Run in CC(=O)N(C)C (dimethylacetamide), CC(=O)N(C)C (dimethylacetamide). Reaction conditions: time 20 hour. Product: C1(C=2C(C(N1)=O)=CC=CC2)=O (phthalimide). As a reaction SMILES: C(OC1C(=O)N=C(CO)NC=1)C1C=CC=CC=1.C1(P(C2C=CC=CC=2)C2C=CC=CC=2)C=CC=CC=1.O[N:38]1[C:42](=[O:43])[C:41]2=[CH:44][CH:45]=[CH:46][CH:47]=[C:40]2[C:39]1=[O:48].N(C(OCC)=O)=NC(OCC)=O>CC(N(C)C)=O>[C:42]1(=[O:43])[NH:38][C:39](=[O:48])[C:40]2=[CH:47][CH:46]=[CH:45][CH:44]=[C:41]12. Procedure: 5-(Benzyloxy)-2-(hydroxymethyl)-4(1H)-pyrimidinone (0.696 g) (3 mmol), 0.787 g (3 mmol) of triphenylphosphine and 0.489 g (3 mmol) of N-hydroxyphthalimide are dissolved in 50 ml of dimethylacetamide. A solution of 0.640 g (3.3 mmol) of diethyl azodicarboxylate in 2 ml of dimethylacetamide is added dropwise at 20° C. The mixture is stirred at room temperature for 20 hours, the solvent is evaporated in a high vacuum and the residual yellow oil is crystallized from ethanol/ether. After recrystalliz...